From a dataset of the Open Reaction Database (ORD), a public repository of structured organic reaction records. describe an organic reaction: reactants, conditions, products, and yield Starting materials: ClC=1C=C(C=C(C1)C=O)N1CCN(CC1)C(=O)OC(C)(C)C (tert-Butyl 4-(3-Chloro-5-formylphenyl)piperazine-1-carboxylate), NC1=C(C(=O)N)C(=CC(=C1)OC)OC (2-amino-4,6-dimethoxybenzamide), CC=1C=CC(=CC1)S(=O)(=O)O (p-TsOH), OS(=O)[O-].[Na+] (NaHSO3), FC(C(=O)O)(F)F (trifluoroacetic acid). The solvent is CC(=O)N(C)C (DMA). Reaction conditions: temperature 110 celsius. Yields the product ClC=1C=C(C=C(C1)N1CCNCC1)C1=NC2=CC(=CC(=C2C(N1)=O)OC)OC (2-(3-Chloro-5-(piperazin-1-yl)phenyl)-5,7-dimethoxyquinazolin-4(3H)-one). The yield is 29.3%. Reaction SMILES: [Cl:1][C:2]1[CH:3]=[C:4]([N:10]2[CH2:15][CH2:14][N:13](C(OC(C)(C)C)=O)[CH2:12][CH2:11]2)[CH:5]=[C:6]([CH:8]=O)[CH:7]=1.[NH2:23][C:24]1[CH:32]=[C:31]([O:33][CH3:34])[CH:30]=[C:29]([O:35][CH3:36])[C:25]=1[C:26]([NH2:28])=[O:27].CC1C=CC(S(O)(=O)=O)=CC=1.OS([O-])=O.[Na+].FC(F)(F)C(O)=O>CC(N(C)C)=O>[Cl:1][C:2]1[CH:7]=[C:6]([C:8]2[NH:28][C:26](=[O:27])[C:25]3[C:24](=[CH:32][C:31]([O:33][CH3:34])=[CH:30][C:29]=3[O:35][CH3:36])[N:23]=2)[CH:5]=[C:4]([N:10]2[CH2:11][CH2:12][NH:13][CH2:14][CH2:15]2)[CH:3]=1 |f:3.4|. Reported procedure: A solution of tert-butyl 4-(3-chloro-5-formylphenyl)piperazine-1-carboxylate (3, 0.300 g, 0.918 mmol) and 2-amino-4,6-dimethoxybenzamide (4, 0.120 g, 0.612 mmol) in DMA (4 mL) was treated with p-TsOH (0.424 g, 1.46 mmol) and NaHSO3 (0.290 g, 1.84 mmol) and then heated at 110° C. for 16 h. The reaction mixture was cooled to room temperature, trifluoroacetic acid (5 mL) was added and the mixture was heated at 70° C. for 1 h. The reaction mixture was cooled to room temperature and concentrated. The... As a reaction SMILES: [CH2:1]([CH3:2])[O:3][C:4](=[O:5])[C:6]1([NH:16][C:17]([c:18]2[c:19]([O:25][CH:26]3[CH2:27][CH2:28][CH2:29]3)[c:20]([CH3:24])[cH:21][cH:22][cH:23]2)=[O:30])[CH2:7][c:8]2[cH:9][cH:10][c:11]([Br:15])[cH:12][c:13]2[CH2:14]1.[CH3:34][CH2:35][OH:36].[K+:32].[OH-:31].[OH2:33]>>[O:3]=[C:4]([OH:5])[C:6]1([NH:16][C:17]([c:18]2[c:19]([O:25][CH:26]3[CH2:27][CH2:28][CH2:29]3)[c:20]([CH3:24])[cH:21][cH:22][cH:23]2)=[O:30])[CH2:7][c:8]2[cH:9][cH:10][c:11]([Br:15])[cH:12][c:13]2[CH2:14]1. The reactants are CCOC(=O)C1(NC(=O)c2cccc(C)c2OC2CCC2)Cc2ccc(Br)cc2C1, CCO, [K+], [OH-], O. Yields the product Cc1cccc(C(=O)NC2(C(=O)O)Cc3ccc(Br)cc3C2)c1OC1CCC1. The reactants are [Cl-].[NH4+] (ammonium chloride), C1=CC=CC=2C3=CC=CC=C3NC12 (Carbazole), xylenes, C[Mg]Cl (methylmagnesium chloride), solution, ClC1=CC=C(C=C1)C (4-chlorotoluene), ClC1=CC=C(C=C1)C (4-chlorotoluene), PdCl(π-allyl)(cbridp), CC1(CC1(C2=CC=CC=C2)C3=CC=CC=C3)P(C(C)(C)C)C(C)(C)C (cBRIDP), Teflon. The reagents and catalysts are C(C)(C)(C)P(C1(C(C1)(C1=CC=CC=C1)C1=CC=CC=C1)C)C(C)(C)C (di-tert-butyl(2,2-diphenyl-1-methyl-1-cyclopropyl)phosphine), [CH2-]C=C.[CH2-]C=C.Cl[Pd+].Cl[Pd+] (Allylpalladium(II) chloride dimer). Run in O (water), C1CCOC1 (THF), C1CCOC1 (THF), C1CCOC1 (THF), C1CCOC1 (THF). Run at time 1 minute. Yields the product CC1=CC=C(C=C1)N1C2=CC=CC=C2C=2C=CC=CC12 (N-(4-methylphenyl)carbazole). The yield is 98.5%. RXN SMILES: CC1(P(C(C)(C)C)C(C)(C)C)[C:4](C2C=CC=CC=2)([C:5]2[CH:10]=[CH:9][CH:8]=[CH:7][CH:6]=2)C1.[CH:26]1[C:38]2[NH:37][C:36]3[C:31](=[CH:32][CH:33]=[CH:34][CH:35]=3)[C:30]=2[CH:29]=[CH:28][CH:27]=1.C[Mg]Cl.ClC1C=CC(C)=CC=1.[Cl-].[NH4+]>[CH2-]C=C.[CH2-]C=C.Cl[Pd+].Cl[Pd+].C(P(C(C)(C)C)C1(C)CC1(C1C=CC=CC=1)C1C=CC=CC=1)(C)(C)C.O.C1COCC1>[CH3:4][C:5]1[CH:10]=[CH:9][C:8]([N:37]2[C:36]3[CH:35]=[CH:34][CH:33]=[CH:32][C:31]=3[C:30]3[C:38]2=[CH:26][CH:27]=[CH:28][CH:29]=3)=[CH:7][CH:6]=1 |f:4.5,6.7.8.9|. Procedure details: Allylpalladium(II) chloride dimer ([PdCl(π-allyl)]2) (5.8 mg, 0.025 mol %) and di-tert-butyl(2,2-diphenyl-1-methyl-1-cyclopropyl)phosphine (cBRIDP) (22.2 mg, 0.1 mol %) were placed into a 50 mL, two-necked, round bottomed flask equipped a gas inlet, and the flask was evacuated and filled with nitrogen. Subsequently, to the mixture was added dehydrated THF (8.2 mL, 101.0 mmol, 1.6 equivalents), and the mixture was stirred at room temperature for 1 minute to prepare a THF solution of an equivalent... The reactants are IC(CC(C(=O)OCC)(F)F)C(F)(F)F (ethyl 4-iodo-2,2,5,5,5-pentafluoropentanoate), C(CCC)[SnH](CCCC)CCCC (tributyltin hydride). Run at temperature 50 celsius, time 2 hour. The product is FC(C(=O)OCC)(CCC(F)(F)F)F (ethyl 2,2,5,5,5-pentafluoropentanoate). The yield is 76.4%. As a reaction SMILES: I[CH:2]([C:12]([F:15])([F:14])[F:13])[CH2:3][C:4]([F:11])([F:10])[C:5]([O:7][CH2:8][CH3:9])=[O:6].C([SnH](CCCC)CCCC)CCC>>[F:10][C:4]([F:11])([CH2:3][CH2:2][C:12]([F:13])([F:15])[F:14])[C:5]([O:7][CH2:8][CH3:9])=[O:6]. Reported procedure: The compound ethyl 4-iodo-2,2,5,5,5-pentafluoropentanoate prepared from above experiment (86.5 g, 0.25 mol) was added dropwise into a well-stirred tributyltin hydride liquid (75.5 g, 0.26 mol). The reaction temperature was controlled at below 30° C. with external cooling during the process. After addition was complete, the mixture was stirred at 50° C. for 2 hr. The product was isolated by distillation, 42.0 g (76.4% yield) of product was obtained as a clear, colorless liquid, bp. 38-39° C./10 m... The reactants are O=CC1CCN(C(=O)OCc2ccccc2)CC1, Cc1ccccc1, OCCO, Cc1ccc(S(=O)(=O)O)cc1. Yields the product O=C(OCc1ccccc1)N1CCC(C2OCCO2)CC1. Reaction SMILES: [CH2:16]([c:17]1[cH:18][cH:19][cH:20][cH:21][cH:22]1)[O:23][C:24](=[O:25])[N:26]1[CH2:27][CH2:28][CH:29]([CH:32]=[O:33])[CH2:30][CH2:31]1.[CH3:34][c:35]1[cH:36][cH:37][cH:38][cH:39][cH:40]1.[OH:1][CH2:2][CH2:3][OH:4].[c:5]1([CH3:6])[cH:7][cH:8][c:9]([S:10]([OH:11])(=[O:12])=[O:13])[cH:14][cH:15]1>>[O:1]1[CH2:2][CH2:3][O:4][CH:32]1[CH:29]1[CH2:28][CH2:27][N:26]([C:24]([O:23][CH2:16][c:17]2[cH:18][cH:19][cH:20][cH:21][cH:22]2)=[O:25])[CH2:31][CH2:30]1. Reported procedure: L-Phenylalanine (8.3 g, 0.05 mol) and 4.8 g (0.025 mol) of 2,5-dichloronitrobenzene were dissolved in 40 ml of anhydrous dimethyl sulfoxide (DMSO), and the stirred solution was heated to 80° C. under an argon atmosphere. Potassium tert.-butylate (4.2 g, 0.025 mol), dissolved in 30 ml of DMSO, was added dropwise in the course of 40 minutes. Stirring was continued for 3 hours at 80 to 90° C., the mixture was allowed to cool, and unreacted phenylalanine was removed by filtration with suction and wa... The reactants are N[C@@H](CC1=CC=CC=C1)C(=O)O (L-Phenylalanine), ClC1=C(C=C(C=C1)Cl)[N+](=O)[O-] (2,5-dichloronitrobenzene), Potassium tert.-butylate. The product is ClC1=CC(=C(C=C1)N[C@@H](CC1=CC=CC=C1)C(=O)O)[N+](=O)[O-] ((S)-N-(4-chloro-2-nitrophenyl)-phenylalanine). As a reaction SMILES: [NH2:1][C@H:2]([C:10]([OH:12])=[O:11])[CH2:3][C:4]1[CH:9]=[CH:8][CH:7]=[CH:6][CH:5]=1.Cl[C:14]1[CH:19]=[CH:18][C:17]([Cl:20])=[CH:16][C:15]=1[N+:21]([O-:23])=[O:22]>CS(C)=O>[Cl:20][C:17]1[CH:18]=[CH:19][C:14]([NH:1][C@H:2]([C:10]([OH:12])=[O:11])[CH2:3][C:4]2[CH:9]=[CH:8][CH:7]=[CH:6][CH:5]=2)=[C:15]([N+:21]([O-:23])=[O:22])[CH:16]=1. Run in CS(=O)C (dimethyl sulfoxide), CS(=O)C (DMSO). Run at temperature 80 celsius, time 3 hour. The reactants are CC1=CC=C2C(=CNC2=C1)C=O (6-methyl-1H-indole-3-carbaldehyde), Cl.NO (hydroxylamine hydrochloride), C(C)(=O)[O-].[Na+] (sodium acetate). Run in C(C)O (ethanol). Run at time 3 hour. Product: CC1=CC=C2C(=CNC2=C1)C=NO (6-methyl-1H-indole-3-carbaldehyde oxime). The yield is 91.4%. Reaction SMILES: [CH3:1][C:2]1[CH:10]=[C:9]2[C:5]([C:6]([CH:11]=O)=[CH:7][NH:8]2)=[CH:4][CH:3]=1.Cl.[NH2:14][OH:15].C([O-])(=O)C.[Na+]>C(O)C>[CH3:1][C:2]1[CH:10]=[C:9]2[C:5]([C:6]([CH:11]=[N:14][OH:15])=[CH:7][NH:8]2)=[CH:4][CH:3]=1 |f:1.2,3.4|. Procedure details: To a solution of 6-methyl-1H-indole-3-carbaldehyde (0.96 g, Lit. 5) in ethanol (30 ml) was added at 22° C. hydroxylamine hydrochloride (0.46 g) and sodium acetate (0.54 g) and the mixture was stirred for 3 h. The mixture was evaporated and the residue triturated with water and dichloromethane/n-heptane (1:1) and dried to give 6-methyl-1H-indole-3-carbaldehyde oxime (0.96 g) as a pink solid. MS: 175.3 ([M+H]+). The reactants are NC=1C=C(C=C(C1)C)C1=CN=C(S1)N1CC(NCCC1)=O (4-[5-(3-amino-5-methylphenyl)-1,3-thiazol-2-yl]-1,4-diazepan-2-one), C([O-])([O-])=O.[K+].[K+] (potassium carbonate), CC(C)C1=CC(=C(C(=C1)C(C)C)C2=C(C=CC=C2)P(C3CCCCC3)C4CCCCC4)C(C)C (XPhos), NC=1C=C(C=C(C1)C)C1=CN=C(S1)N1CC(NCCC1)=O (4-[5-(3-amino-5-methylphenyl)-1,3-thiazol-2-yl]-1,4-diazepan-2-one), ClC1=NC=C(C(=N1)OC)Cl (2,5-dichloro-4-methoxypyrimidine). Reagents/catalysts: C=1C=CC(=CC1)/C=C/C(=O)/C=C/C2=CC=CC=C2.C=1C=CC(=CC1)/C=C/C(=O)/C=C/C2=CC=CC=C2.C=1C=CC(=CC1)/C=C/C(=O)/C=C/C2=CC=CC=C2.[Pd].[Pd] (Pd2(dba)3). Run at temperature 90 celsius. Yields the product ClC=1C(=NC(=NC1)NC=1C=C(C=C(C1)C)C1=CN=C(S1)N1CC(NCCC1)=O)OC (4-(5-{3-[(5-chloro-4-methoxypyrimidin-2-yl)amino]-5-methylphenyl}-1,3-thiazol-2-yl)-1,4-diazepan-2-one). Isolated yield 403.2%. Reaction SMILES: [NH2:1][C:2]1[CH:3]=[C:4]([C:9]2[S:13][C:12]([N:14]3[CH2:20][CH2:19][CH2:18][NH:17][C:16](=[O:21])[CH2:15]3)=[N:11][CH:10]=2)[CH:5]=[C:6]([CH3:8])[CH:7]=1.Cl[C:23]1[N:28]=[C:27]([O:29][CH3:30])[C:26]([Cl:31])=[CH:25][N:24]=1.C(=O)([O-])[O-].[K+].[K+].CC(C1C=C(C(C)C)C(C2C=CC=CC=2P(C2CCCCC2)C2CCCCC2)=C(C(C)C)C=1)C>C1C=CC(/C=C/C(/C=C/C2C=CC=CC=2)=O)=CC=1.C1C=CC(/C=C/C(/C=C/C2C=CC=CC=2)=O)=CC=1.C1C=CC(/C=C/C(/C=C/C2C=CC=CC=2)=O)=CC=1.[Pd].[Pd]>[Cl:31][C:26]1[C:27]([O:29][CH3:30])=[N:28][C:23]([NH:1][C:2]2[CH:3]=[C:4]([C:9]3[S:13][C:12]([N:14]4[CH2:20][CH2:19][CH2:18][NH:17][C:16](=[O:21])[CH2:15]4)=[N:11][CH:10]=3)[CH:5]=[C:6]([CH3:8])[CH:7]=2)=[N:24][CH:25]=1 |f:2.3.4,6.7.8.9.10|. Reported procedure: A sealed tube was charged with a stir bar, 4-[5-(3-amino-5-methylphenyl)-1,3-thiazol-2-yl]-1,4-diazepan-2-one (Intermediate XX, 75 mg, 0.248 mmol), 2,5-dichloro-4-methoxypyrimidine (44 mg, 0.248 mmol), potassium carbonate (69 mg, 0.496 mmol), Pd2(dba)3 (23 mg, 0.025 mmol), and XPhos (59 mg, 0.124 mmol). The tube was evacuated and backfilled with argon three times. Fully degassed t-amyl alcohol (0.83 ml) was added and the tube was sealed and heated at 90° C. for overnight. The resulting slurry wa...